Task: describe an organic reaction: reactants, conditions, products, and yield. Dataset: the Open Reaction Database (ORD), a public repository of structured organic reaction records The reactants are CCO, CC(=O)NC1CCC(c2ccc([N+](=O)[O-])cc2)CC1. Yields the product CC(=O)NC1CCC(c2ccc(N)cc2)CC1. RXN SMILES: [CH3:20][CH2:21][OH:22].[N+:1]([O-:2])(=[O:3])[c:4]1[cH:5][cH:6][c:7]([CH:10]2[CH2:11][CH2:12][CH:13]([NH:16][C:17]([CH3:18])=[O:19])[CH2:14][CH2:15]2)[cH:8][cH:9]1>>[NH2:1][c:4]1[cH:5][cH:6][c:7]([CH:10]2[CH2:11][CH2:12][CH:13]([NH:16][C:17]([CH3:18])=[O:19])[CH2:14][CH2:15]2)[cH:8][cH:9]1. Starting materials: CN(C)c1ccncc1, Cc1cc2c(N)cccc2cn1, O=C(Cl)Cl, ClCCl, C1CCOC1. Reaction SMILES: [CH3:17][N:18]([CH3:19])[c:20]1[cH:21][cH:22][n:23][cH:24][cH:25]1.[CH3:5][c:6]1[n:7][cH:8][c:9]2[cH:10][cH:11][cH:12][c:13]([NH2:16])[c:14]2[cH:15]1.[Cl:1][C:2]([Cl:3])=[O:4].[Cl:26][CH2:27][Cl:28].[O:29]1[CH2:30][CH2:31][CH2:32][CH2:33]1>>[C:2](=[O:4])=[N:16][c:13]1[cH:12][cH:11][cH:10][c:9]2[cH:8][n:7][c:6]([CH3:5])[cH:15][c:14]21. Product: Cc1cc2c(N=C=O)cccc2cn1.